describe an organic reaction: reactants, conditions, products, and yield From a dataset of the Open Reaction Database (ORD), a public repository of structured organic reaction records. Reactants: NC1=NC=C(C=C1)O (2-amino-5-hydroxypyridine), CC(C)([O-])C.[K+] (potassium tert-butoxide), ClC1=CC(=NC=C1)C(=O)NC(C)C (4-chloro-N-isopropylpicolinamide). Run in CC(=O)N(C)C (DMA), CC(=O)N(C)C (DMA), CC(=O)N(C)C (DMA), CCOC(=O)C (EtOAc). Conditions: time 1 hour. Yields the product NC1=CC=C(C=N1)OC1=CC(=NC=C1)C(=O)NC(C)C (4-((6-aminopyridin-3-yl)oxy)-N-isopropylpicolinamide). Yield: 57.0%. RXN SMILES: [NH2:1][C:2]1[CH:7]=[CH:6][C:5]([OH:8])=[CH:4][N:3]=1.CC(C)([O-])C.[K+].Cl[C:16]1[CH:21]=[CH:20][N:19]=[C:18]([C:22]([NH:24][CH:25]([CH3:27])[CH3:26])=[O:23])[CH:17]=1>CC(N(C)C)=O.CCOC(C)=O>[NH2:1][C:2]1[N:3]=[CH:4][C:5]([O:8][C:16]2[CH:21]=[CH:20][N:19]=[C:18]([C:22]([NH:24][CH:25]([CH3:27])[CH3:26])=[O:23])[CH:17]=2)=[CH:6][CH:7]=1 |f:1.2|. Procedure details: A solution of 2-amino-5-hydroxypyridine (0.446 g, 4.05 mmol) in DMA (6.75 mL) was treated with potassium tert-butoxide (0.511 g, 4.55 mmol), stirred at RT for 1 h, treated with DMA (2 mL) and a solution of 4-chloro-N-isopropylpicolinamide (0.67 g, 3.37 mmol) in DMA (6.75 mL) and stirred at RT overnight under Ar. The mixture was diluted with EtOAc, washed with 1N NaOH, then brine and the organic layer was dried over Na2SO4, concentrated to dryness and purified by silica gel chromatography (MeOH/E... Reactants: C(=O)(Cl)Cl (phosgene), [N-]=[N+]=[N-].CN(C(N(C)C)=[NH2+])C (tetramethylguanidinium azide), [N-]=[N+]=[N-].CN(C(N(C)C)=[NH2+])C (tetramethylguanidinium azide), C(C)(=O)N\C=C/SC(C1=CC=CC=C1)(C1=CC=CC=C1)C1=CC=CC=C1 ((Z)-1-Acetamido-2-triphenylmethylthioethene), CN1CCOCC1 (N-methylmorpholine). The solvent is C1(=CC=CC=C1)C (toluene), ClCCl (dichloromethane), ClCCl (dichloromethane), ClCCl (dichloromethane). Product: CC1=NN=NN1\C=C/SC(C1=CC=CC=C1)(C1=CC=CC=C1)C1=CC=CC=C1 ((Z)-1-(5-methyltetrazol-1-yl)-2-triphenylmethylthioethene). The yield is 72.3%. RXN SMILES: [C:1]([NH:4]/[CH:5]=[CH:6]\[S:7][C:8]([C:21]1[CH:26]=[CH:25][CH:24]=[CH:23][CH:22]=1)([C:15]1[CH:20]=[CH:19][CH:18]=[CH:17][CH:16]=1)[C:9]1[CH:14]=[CH:13][CH:12]=[CH:11][CH:10]=1)(=O)[CH3:2].CN1CCOCC1.C(Cl)(Cl)=O.[N-:38]=[N+:39]=[N-:40].CN(C)C(=[NH2+])N(C)C>ClCCl.C1(C)C=CC=CC=1>[CH3:2][C:1]1[N:4](/[CH:5]=[CH:6]\[S:7][C:8]([C:21]2[CH:26]=[CH:25][CH:24]=[CH:23][CH:22]=2)([C:15]2[CH:20]=[CH:19][CH:18]=[CH:17][CH:16]=2)[C:9]2[CH:14]=[CH:13][CH:12]=[CH:11][CH:10]=2)[N:40]=[N:39][N:38]=1 |f:3.4|. Procedure details: (Z)-1-Acetamido-2-triphenylmethylthioethene (1.07 g) in dry dichloromethane (30 ml) containing N-methylmorpholine (3.5 ml, 3.22 g) was cooled to -30° and treated with phosgene in toluene (8.4 ml, 12.5% w/w). After warming to room temperature and stirring for 30 minutes tetramethylguanidinium azide (600 mg) in dichloromethane (6 ml) was added. After 45 min. a further quantity of tetramethylguanidinium azide (300 mg) in dichloromethane was added. After a further 45 min. the reaction mixture was wa... Starting materials: ClC1=CC=C(C2=C1CCN(CC2)C)N (9-chloro-2,3,4,5-tetrahydro-3-methyl-1H-3-benzazepin-6-amine), COC1OC(CC1)OC (2,5-dimethoxytetrahydrofuran), [OH-].[Na+] (sodium hydroxide). Solvent: C(C)(=O)O (acetic acid). Reaction conditions: temperature 110 celsius, time 1.5 hour. Product: Cl.ClC1=CC=C(C=2CCN(CCC21)C)N2C=CC=C2 (6-chloro-2,3,4,5-tetrahydro-3-methyl-9-(1H-pyrrol-1-yl)-1H-3-benzazepine hydrochloride). RXN SMILES: [Cl:1][C:2]1[C:7]2[CH2:8][CH2:9][N:10]([CH3:13])[CH2:11][CH2:12][C:6]=2[C:5]([NH2:14])=[CH:4][CH:3]=1.CO[CH:17]1[CH2:21][CH2:20][CH:19](OC)O1.[OH-].[Na+]>C(O)(=O)C>[ClH:1].[Cl:1][C:2]1[C:7]2[CH2:8][CH2:9][N:10]([CH3:13])[CH2:11][CH2:12][C:6]=2[C:5]([N:14]2[CH:17]=[CH:21][CH:20]=[CH:19]2)=[CH:4][CH:3]=1 |f:2.3,5.6|. Procedure details: A solution of 9-chloro-2,3,4,5-tetrahydro-3-methyl-1H-3-benzazepin-6-amine (633 mg, 3 mmol) in acetic acid (6 ml) was treated with 2,5-dimethoxytetrahydrofuran (396 mg, 3 mmol) and stirred at 110° C. for 1.5 hours. The mixture was poured into ice, basified with 10% sodium hydroxide and extracted with ethyl acetate. The organic phase was dried, concentrated and treated with hydrogen chloride to give 6-chloro-2,3,4,5-tetrahydro-3-methyl-9-(1H-pyrrol-1-yl)-1H-3-benzazepine hydrochloride (methanol-a... Procedure details: To a solution of (14S,18S)-tri-tert-butyl 1-(1-(2-(tert-butoxy)-2-oxoethyl)-1H-imidazol-2-yl)-8,16-dioxo-2-(4-(prop-2-yn-1-yloxy)benzyl)-2,9,15,17-tetraazaicosane-14,18,20-tricarboxylate (250 mg, 0.266 mmol) and 3-azidopropan-1-amine (200 mg, 2.0 mmol) in THF (5.0 mL) and water (1.0 mL) was added copper powder (17 mg) and 1 N CuSO4 (0.05 mL). The mixture was stirred at room temperature for 6 hrs under nitrogen, diluted with DCM, washed with aqueous saturated solution of EDTA. The solvent was eva... Reactants: C(C)(C)(C)OC(CN1C(=NC=C1)CN(CCCCCC(NCCCC[C@H](NC(N[C@@H](CCC(=O)OC(C)(C)C)C(=O)OC(C)(C)C)=O)C(=O)OC(C)(C)C)=O)CC1=CC=C(C=C1)OCC#C)=O ((14S,18S)-tri-tert-butyl 1-(1-(2-(tert-butoxy)-2-oxoethyl)-1H-imidazol-2-yl)-8,16-dioxo-2-(4-(prop-2-yn-1-yloxy)benzyl)-2,9,15,17-tetraazaicosane-14,18,20-tricarboxylate), N(=[N+]=[N-])CCCN (3-azidopropan-1-amine). Isolated yield 57.2%. The solvent is C(Cl)Cl (DCM), C1CCOC1 (THF), O (water). Run at time 6 hour. The reagents and catalysts are [Cu] (copper), [O-]S(=O)(=O)[O-].[Cu+2] (CuSO4). The product is NCCCN1N=NC(=C1)COC1=CC=C(CN(CC=2N(C=CN2)CC(=O)OC(C)(C)C)CCCCCC(NCCCC[C@H](NC(N[C@@H](CCC(=O)OC(C)(C)C)C(=O)OC(C)(C)C)=O)C(=O)OC(C)(C)C)=O)C=C1 ((14S,18S)-tri-tert-butyl 2-(4-((1-(3-aminopropyl)-1H-1,2,3-triazol-4-yl)methoxy)benzyl)-1-(1-(2-(tert-butoxy)-2-oxoethyl)-1H-imidazol-2-yl)-8,16-dioxo-2,9,15,17-tetraazaicosane-14,18,20-tricarboxylate). Reaction SMILES: [C:1]([O:5][C:6](=[O:67])[CH2:7][N:8]1[CH:12]=[CH:11][N:10]=[C:9]1[CH2:13][N:14]([CH2:56][C:57]1[CH:62]=[CH:61][C:60]([O:63][CH2:64][C:65]#[CH:66])=[CH:59][CH:58]=1)[CH2:15][CH2:16][CH2:17][CH2:18][CH2:19][C:20](=[O:55])[NH:21][CH2:22][CH2:23][CH2:24][CH2:25][C@@H:26]([C:48]([O:50][C:51]([CH3:54])([CH3:53])[CH3:52])=[O:49])[NH:27][C:28](=[O:47])[NH:29][C@H:30]([C:40]([O:42][C:43]([CH3:46])([CH3:45])[CH3:44])=[O:41])[CH2:31][CH2:32][C:33]([O:35][C:36]([CH3:39])([CH3:38])[CH3:37])=[O:34])([CH3:4])([CH3:3])[CH3:2].[N:68]([CH2:71][CH2:72][CH2:73][NH2:74])=[N+:69]=[N-:70]>C1COCC1.O.C(Cl)Cl.[Cu].[O-]S([O-])(=O)=O.[Cu+2]>[NH2:74][CH2:73][CH2:72][CH2:71][N:68]1[CH:66]=[C:65]([CH2:64][O:63][C:60]2[CH:61]=[CH:62][C:57]([CH2:56][N:14]([CH2:15][CH2:16][CH2:17][CH2:18][CH2:19][C:20](=[O:55])[NH:21][CH2:22][CH2:23][CH2:24][CH2:25][C@@H:26]([C:48]([O:50][C:51]([CH3:52])([CH3:53])[CH3:54])=[O:49])[NH:27][C:28](=[O:47])[NH:29][C@H:30]([C:40]([O:42][C:43]([CH3:44])([CH3:45])[CH3:46])=[O:41])[CH2:31][CH2:32][C:33]([O:35][C:36]([CH3:38])([CH3:39])[CH3:37])=[O:34])[CH2:13][C:9]3[N:8]([CH2:7][C:6]([O:5][C:1]([CH3:2])([CH3:3])[CH3:4])=[O:67])[CH:12]=[CH:11][N:10]=3)=[CH:58][CH:59]=2)[N:70]=[N:69]1 |f:6.7|.